Dataset: the Open Reaction Database (ORD), a public repository of structured organic reaction records. Task: describe an organic reaction: reactants, conditions, products, and yield Reactants: CS(=O)C (DMSO), C(=O)(C(=O)Cl)Cl ((COCl)2), C(C)(C)(C)OC(=O)N1CCN(CC1)C(CO)C1=CC=CC=C1 (4-(2-Hydroxy-1-phenyl-ethyl)piperazine-1-carboxylic acid tert-butyl ester), TEA. Solvent: C(Cl)Cl (MeCl2), C(Cl)Cl (MeCl2). Conditions: temperature -78 celsius, time 15 minute. Product: C(C)(C)(C)OC(=O)N1CCN(CC1)C(C=O)C1=CC=CC=C1 (4-(2-Oxo-1-phenyl-ethyl)-piperazine-1-carboxylic acid tert-butyl ester). The yield is 63.1%. As a reaction SMILES: CS(C)=O.C(Cl)(C(Cl)=O)=O.[C:11]([O:15][C:16]([N:18]1[CH2:23][CH2:22][N:21]([CH:24]([C:27]2[CH:32]=[CH:31][CH:30]=[CH:29][CH:28]=2)[CH2:25][OH:26])[CH2:20][CH2:19]1)=[O:17])([CH3:14])([CH3:13])[CH3:12]>C(Cl)Cl>[C:11]([O:15][C:16]([N:18]1[CH2:19][CH2:20][N:21]([CH:24]([C:27]2[CH:28]=[CH:29][CH:30]=[CH:31][CH:32]=2)[CH:25]=[O:26])[CH2:22][CH2:23]1)=[O:17])([CH3:14])([CH3:12])[CH3:13]. Reported procedure: To DMSO (2.19 mL) in MeCl2 (40 mL) at −78° C. was added (COCl)2 (1.29 mL, ×mmol) dropwise. The reaction mixture was allowed to stir at −78° C. for 15 minutes and then 4-(2-Hydroxy-1-phenyl-ethyl)piperazine-1-carboxylic acid tert-butyl ester (364) (3.78 g, 12.34 mmol) in MeCl2 (8 mL) was added. The reaction mixture was allowed to stir at −78° C. for 1 h and then TEA (8.6 mL) amine added. The reaction mixture was allowed to stir at −78° C. for another 3 h and then allowed to warm to room temperatu... The reactants are N1=CC(=CC=C1)C(C)N (1-pyridin-3-yl-ethylamine), N1=CC=C(C2=CC=CC=C12)C(C)=O (1-quinolin-4-yl-ethanone), N (ammonia), CO (methyl alcohol), C(#N)[BH3-].[Na+] (sodium cyanoborohydride). The solvent is C(C)(=O)O (acetic acid). Yields the product N1=CC=C(C2=CC=CC=C12)C(C)N (1-Quinolin-4-yl-ethylamine). As a reaction SMILES: [N:1]1C=CC=C(C(N)C)C=1.[N:10]1[C:19]2[C:14](=[CH:15][CH:16]=[CH:17][CH:18]=2)[C:13]([C:20](=O)[CH3:21])=[CH:12][CH:11]=1.N.CO.C([BH3-])#N.[Na+]>C(O)(=O)C>[N:10]1[C:19]2[C:14](=[CH:15][CH:16]=[CH:17][CH:18]=2)[C:13]([CH:20]([NH2:1])[CH3:21])=[CH:12][CH:11]=1 |f:4.5|. Reported procedure: The title compound was prepared by the same procedure for preparing 1-pyridin-3-yl-ethylamine from 1-quinolin-4-yl-ethanone, (1.71 g, 10 mmol, Aldrich), 2 M ammonia solution in methyl alcohol, (40 mL, 80 mmol, Aldrich), acetic acid (10 mL, J. T. Baker) and sodium cyanoborohydride (5.0 g, 80 mmol, Aldrich). The title compound obtained in form as light yellow solid in 100% yield (1.72 g, 10 mmol).